From a dataset of the Open Reaction Database (ORD), a public repository of structured organic reaction records. describe an organic reaction: reactants, conditions, products, and yield Yield: 81.0%. Starting materials: C(C)OC(=O)N=[S@@](=O)(C1CC1)C1=CC=C(C=C1)NC1=NC=C(C(=N1)N[C@H](CC)CO)C=1SC=CC1 ((R)—N-(ethoxycarbonyl)-S-(4-{[4-{[(R)-1-(hydroxymethyl)propyl]-amino}-5-(2-thienyl)pyrimidine-2-yl]amino}phenyl)-S-cyclopropylsulfoximide), CC[O-].[Na+] (sodium ethylate). Procedure details: In the reaction of (R)—N-(ethoxycarbonyl)-S-(4-{[4-{[(R)-1-(hydroxymethyl)propyl]-amino}-5-(2-thienyl)pyrimidine-2-yl]amino}phenyl)-S-cyclopropylsulfoximide with sodium ethylate according to procedure 14, the desired product is obtained in 81% yield after chromatographic purification (silica gel, dichloromethane/ethanol (0-10% ethanol)). The product is OC[C@@H](CC)NC1=NC(=NC=C1C=1SC=CC1)NC1=CC=C(C=C1)[S@@](=O)(=N)C1CC1 ((R)—S-(4-{[4-{[(R)-1-(hydroxymethyl)propyl]amino}-5-(2-thienyl)pyrimidine-2-yl]amino}phenyl)-S-cyclopropylsulfoximide). As a reaction SMILES: C(OC([N:6]=[S@:7]([C:12]1[CH:17]=[CH:16][C:15]([NH:18][C:19]2[N:24]=[C:23]([NH:25][C@@H:26]([CH2:29][OH:30])[CH2:27][CH3:28])[C:22]([C:31]3[S:32][CH:33]=[CH:34][CH:35]=3)=[CH:21][N:20]=2)=[CH:14][CH:13]=1)([CH:9]1[CH2:11][CH2:10]1)=[O:8])=O)C.CC[O-].[Na+]>>[OH:30][CH2:29][C@H:26]([NH:25][C:23]1[C:22]([C:31]2[S:32][CH:33]=[CH:34][CH:35]=2)=[CH:21][N:20]=[C:19]([NH:18][C:15]2[CH:14]=[CH:13][C:12]([S@:7]([CH:9]3[CH2:11][CH2:10]3)(=[NH:6])=[O:8])=[CH:17][CH:16]=2)[N:24]=1)[CH2:27][CH3:28] |f:1.2|. Reactants: ClP(C1=CC=CC=C1)Cl (dichloro(phenyl)phosphine), C1(=CC=CC=C1)P(C1=CC=CC=C1)(C1=CC=CC=C1)=O (triphenylphosphine oxide), ( B ), P(Cl)(Cl)Cl (phosphorus trichloride), ( A ), C1(=CC=CC=C1)P(C1=CC=CC=C1)(C1=CC=CC=C1)=O (triphenylphosphine oxide), C1(=CC=CC=C1)P(C1=CC=CC=C1)(C1=CC=CC=C1)=O (triphenylphosphine oxide), P(Cl)(Cl)Cl (phosphorus trichloride), ClP(C1=CC=CC=C1)(C1=CC=CC=C1)=O (chloro(diphenyl)phosphine oxide), ClP(C1=CC=CC=C1)Cl (dichloro(phenyl)phosphine). Yields the product ClP(C1=CC=CC=C1)(C1=CC=CC=C1)=O (chloro(diphenyl)phosphine oxide), ClP(C1=CC=CC=C1)C1=CC=CC=C1 (chloro(diphenyl)phosphine). Reaction SMILES: C1(P(=O)(C2C=CC=CC=2)C2C=CC=CC=2)C=CC=CC=1.P(Cl)(Cl)Cl.[Cl:25][P:26](=[O:39])([C:33]1[CH:38]=[CH:37][CH:36]=[CH:35][CH:34]=1)[C:27]1[CH:32]=[CH:31][CH:30]=[CH:29][CH:28]=1.ClP(Cl)C1C=CC=CC=1>>[Cl:25][P:26](=[O:39])([C:33]1[CH:34]=[CH:35][CH:36]=[CH:37][CH:38]=1)[C:27]1[CH:32]=[CH:31][CH:30]=[CH:29][CH:28]=1.[Cl:25][P:26]([C:33]1[CH:34]=[CH:35][CH:36]=[CH:37][CH:38]=1)[C:27]1[CH:32]=[CH:31][CH:30]=[CH:29][CH:28]=1. Procedure details: In the case where X=0 and m=3 in the compounds of the formula (A), the compound is triphenylphosphine oxide, when n=3 in the compounds of the formula (B), the result is phosphorus trichloride. The reaction of triphenylphosphine oxide with phosphorus trichloride initially gives chloro(diphenyl)phosphine oxide (=diphenylphosphinic chloride) and dichloro(phenyl)phosphine: ##STR2## The dichloro(phenyl)phosphine can react with further triphenylphosphine oxide to give chloro(diphenyl)phosphine oxide (... Reactants: CCO, [Ca+2], [Cl-], [Cl-], CC(C)(C)OC(=O)N1CCC(c2ccc(COc3cccc([N+](=O)[O-])c3)nc2)CC1, [Zn]. Product: CC(C)(C)OC(=O)N1CCC(c2ccc(COc3cccc(N)c3)nc2)CC1. As a reaction SMILES: [CH3:34][CH2:35][OH:36].[Ca+2:3].[Cl-:1].[Cl-:2].[N+:4]([O-:5])(=[O:6])[c:7]1[cH:8][c:9]([O:10][CH2:11][c:12]2[n:13][cH:14][c:15]([CH:18]3[CH2:19][CH2:20][N:21]([C:24](=[O:25])[O:26][C:27]([CH3:28])([CH3:29])[CH3:30])[CH2:22][CH2:23]3)[cH:16][cH:17]2)[cH:31][cH:32][cH:33]1.[Zn:37]>>[NH2:4][c:7]1[cH:8][c:9]([O:10][CH2:11][c:12]2[n:13][cH:14][c:15]([CH:18]3[CH2:19][CH2:20][N:21]([C:24](=[O:25])[O:26][C:27]([CH3:28])([CH3:29])[CH3:30])[CH2:22][CH2:23]3)[cH:16][cH:17]2)[cH:31][cH:32][cH:33]1.